Task: describe an organic reaction: reactants, conditions, products, and yield. Dataset: the Open Reaction Database (ORD), a public repository of structured organic reaction records Starting materials: N#CCCCBr, O=C([O-])[O-], CCCC1CCCCN1, CC#N, [K+], [K+]. The product is CCCC1CCCCN1CCCC#N. Reaction SMILES: [Br:10][CH2:11][CH2:12][CH2:13][C:14]#[N:15].[C:16](=[O:17])([O-:18])[O-:19].[CH2:1]([CH2:2][CH3:3])[CH:4]1[NH:5][CH2:6][CH2:7][CH2:8][CH2:9]1.[CH3:22][C:23]#[N:24].[K+:20].[K+:21]>>[CH2:1]([CH2:2][CH3:3])[CH:4]1[N:5]([CH2:11][CH2:12][CH2:13][C:14]#[N:15])[CH2:6][CH2:7][CH2:8][CH2:9]1. The reactants are Brc1cscc1Br, CCOC(=O)Cl, C1CCOC1, O. Product: CCOC(=O)c1cscc1Br. As a reaction SMILES: [Br:1][c:2]1[cH:3][s:4][cH:5][c:6]1[Br:7].[Cl:8][C:9](=[O:10])[O:11][CH2:12][CH3:13].[O:15]1[CH2:16][CH2:17][CH2:18][CH2:19]1.[OH2:14]>>[c:2]1([C:9](=[O:10])[O:11][CH2:12][CH3:13])[cH:3][s:4][cH:5][c:6]1[Br:7]. The reactants are CC1=CC=C(C=C1)S(=O)(=O)OC1=CC(N(C=2N=CN(C(C21)=O)C)C)=O (3,8-dimethyl-4,7-dioxo-3,4,7,8-tetrahydropyrido[2,3-d]pyrimidin-5-yl 4-methylbenzenesulfonate), CC1=CC=C(C=C1)S(=O)(=O)OC1=CC(N(C=2N=CN(C(C21)=O)C)C)=O (3,8-dimethyl-4,7-dioxo-3,4,7,8-tetrahydropyrido[2,3-d]pyrimidin-5-yl 4-methylbenzenesulfonate), FC1=C(N)C=CC(=C1)I (2-fluoro-4-iodoaniline). Product: FC1=C(C=CC(=C1)I)NC1=CC(N(C=2N=CN(C(C21)=O)C)C)=O (5-(2-fluoro-4-iodophenylamino)-3,8-dimethylpyrido[2,3-d]pyrimidine-4,7(3H,8H)-dione). RXN SMILES: CC1C=CC(S(O[C:12]2[C:21]3[C:20](=[O:22])[N:19]([CH3:23])[CH:18]=[N:17][C:16]=3[N:15]([CH3:24])[C:14](=[O:25])[CH:13]=2)(=O)=O)=CC=1.[F:26][C:27]1[CH:33]=[C:32]([I:34])[CH:31]=[CH:30][C:28]=1[NH2:29]>>[F:26][C:27]1[CH:33]=[C:32]([I:34])[CH:31]=[CH:30][C:28]=1[NH:29][C:12]1[C:21]2[C:20](=[O:22])[N:19]([CH3:23])[CH:18]=[N:17][C:16]=2[N:15]([CH3:24])[C:14](=[O:25])[CH:13]=1. Procedure details: 3,8-dimethyl-4,7-dioxo-3,4,7,8-tetrahydropyrido[2,3-d]pyrimidin-5-yl 4-methylbenzenesulfonate (compound 1D, 80 mg of 60% pure material) and 2-fluoro-4-iodoaniline (300 mg, large excess) were heated at 125° C. for 2 hours to yield 5-(2-fluoro-4-iodophenylamino)-3,8-dimethylpyrido[2,3-d]pyrimidine-4,7(3H,8H)-dione (Example 1). The product was confirmed by LC-MS and isolated by HPLC to give the title compound as a tan solid (17 mg). 1H NMR (400 MHz, MeOD) δ ppm 3.57 (s, 3H) 3.64 (s, 3H) 5.76 (s, 1H... The reactants are [N+](=O)(O)[O-] (nitric acid), ClC=1C=C(C=CC1C)O (3-chloro-4-methylphenol), ice water. Solvent: C(C)(=O)O (acetic acid). Reaction conditions: time 5 hour. The product is ClC=1C=C(C(=CC1C)[N+](=O)[O-])O (3-chloro-4-methyl-6-nitrophenol). Reaction SMILES: [Cl:1][C:2]1[CH:3]=[C:4]([OH:9])[CH:5]=[CH:6][C:7]=1[CH3:8].[N+:10]([O-])([OH:12])=[O:11]>C(O)(=O)C>[Cl:1][C:2]1[CH:3]=[C:4]([OH:9])[C:5]([N+:10]([O-:12])=[O:11])=[CH:6][C:7]=1[CH3:8]. Reported procedure: 245.0 g of 3A was mixed with 1.6 liters of glacial acetic acid, and the resulting solution was stirred at 8°-10° C. while 109.6 g of 90% aqueous nitric acid was added (two hours). The mixture was stirred at 10°-15° C. for five hours, poured over ice water and extracted with ether/hexane. The extract was washed with water, dried and stripped to dryness. The residue was stirred with 3 liters of hexane and the hexane solution was filtered through silica gel. The filtrate was held at -20° C. for 16 ...